From a dataset of the Open Reaction Database (ORD), a public repository of structured organic reaction records. describe an organic reaction: reactants, conditions, products, and yield Reactants: CC(C)(C)[Si](OC1CC2CN(c3ccc(OCC(F)(F)F)cc3)C(=O)N2C1)(c1ccccc1)c1ccccc1, CCCC[N+](CCCC)(CCCC)CCCC, C1CCOC1, [F-]. The product is O=C1N(c2ccc(OCC(F)(F)F)cc2)CC2CC(O)CN12. Reaction SMILES: [C:1]([Si:2]([c:3]1[cH:4][cH:5][cH:28][cH:29][cH:30]1)([O:6][CH:7]1[CH2:8][CH:9]2[N:10]([C:11](=[O:26])[N:12]([c:14]3[cH:15][cH:16][c:17]([O:20][CH2:21][C:22]([F:23])([F:24])[F:25])[cH:18][cH:19]3)[CH2:13]2)[CH2:27]1)[c:31]1[cH:32][cH:33][cH:34][cH:35][cH:36]1)([CH3:37])([CH3:38])[CH3:39].[CH2:41]([N+:42]([CH2:43][CH2:44][CH2:45][CH3:46])([CH2:47][CH2:48][CH2:49][CH3:50])[CH2:51][CH2:52][CH2:53][CH3:54])[CH2:55][CH2:56][CH3:57].[CH2:58]1[O:59][CH2:60][CH2:61][CH2:62]1.[F-:40]>>[OH:6][CH:7]1[CH2:8][CH:9]2[N:10]([C:11](=[O:26])[N:12]([c:14]3[cH:15][cH:16][c:17]([O:20][CH2:21][C:22]([F:23])([F:24])[F:25])[cH:18][cH:19]3)[CH2:13]2)[CH2:27]1.